Dataset: the Open Reaction Database (ORD), a public repository of structured organic reaction records. Task: describe an organic reaction: reactants, conditions, products, and yield The reactants are CC(C)=O, CC(C)(C)OC(=O)CCl, [I-], [Na+]. The product is CC(C)(C)OC(=O)CI. Reaction SMILES: [CH3:12][C:13](=[O:14])[CH3:15].[Cl:1][CH2:2][C:3](=[O:4])[O:5][C:6]([CH3:7])([CH3:8])[CH3:9].[I-:11].[Na+:10]>>[CH2:2]([C:3](=[O:4])[O:5][C:6]([CH3:7])([CH3:8])[CH3:9])[I:11]. Starting materials: C[Si](C)(C)[N-][Si](C)(C)C.[Li+] (Lithium bis(trimethylsilyl)-amide), N1=CC(=CC=C1)CC=1C=NC=CC1 (3-(pyridin-3-ylmethyl)pyridine), C1(=CC=CC=C1)C(=NS(=O)C(C)(C)C)C1=CC=CC=C1 (N-(diphenylmethylene)-2-methylpropane-2-sulfinamide). Run in C1CCOC1 (THF), C1CCOC1 (THF). Conditions: temperature 0 celsius, time 15 minute. Product: C1(=CC=CC=C1)C(C(C=1C=NC=CC1)C=1C=NC=CC1)(C1=CC=CC=C1)N[S@@](=O)C(C)(C)C ((S)-N-(1,1-diphenyl-2,2-dipyridin-3-ylethyl)-2-methylpropane-2-sulfinamide). RXN SMILES: [N:1]1[CH:6]=[CH:5][CH:4]=[C:3]([CH2:7][C:8]2[CH:9]=[N:10][CH:11]=[CH:12][CH:13]=2)[CH:2]=1.C[Si]([N-][Si](C)(C)C)(C)C.[Li+].[C:24]1([C:30]([C:38]2[CH:43]=[CH:42][CH:41]=[CH:40][CH:39]=2)=[N:31][S:32]([C:34]([CH3:37])([CH3:36])[CH3:35])=[O:33])[CH:29]=[CH:28][CH:27]=[CH:26][CH:25]=1>C1COCC1>[C:24]1([C:30]([NH:31][S@:32]([C:34]([CH3:37])([CH3:36])[CH3:35])=[O:33])([C:38]2[CH:39]=[CH:40][CH:41]=[CH:42][CH:43]=2)[CH:7]([C:8]2[CH:9]=[N:10][CH:11]=[CH:12][CH:13]=2)[C:3]2[CH:2]=[N:1][CH:6]=[CH:5][CH:4]=2)[CH:25]=[CH:26][CH:27]=[CH:28][CH:29]=1 |f:1.2|. Procedure: In a flame dried flask under N2, 3-(pyridin-3-ylmethyl)pyridine (0.072 g, 0.42 mmol) was dissolved in THF (3 mL). The solution was cooled to 0° C. Lithium bis(trimethylsilyl)-amide (1 M solution in THF, 0.465 mL, 0.47 mmol) was slowly added and the reaction was stirred at 0° C. for 15 min. The reaction became dark red. A solution of N-(diphenylmethylene)-2-methylpropane-2-sulfinamide (0.121 g, 0.42 mmol) in THF (1 mL) was slowly added drop-wise. The reaction was stirred at 0° C. for 1 hr then re... The reactants are CCOC(=O)c1c(C)nc2cccc(OCC3CCCNC3)c2c1N, O=C(O)c1cccc(O)c1. Product: CCOC(=O)c1c(C)nc2cccc(OCC3CCCN(C(=O)c4cccc(O)c4)C3)c2c1N. RXN SMILES: [CH2:1]([CH3:2])[O:3][C:4](=[O:5])[c:6]1[c:7]([CH3:25])[n:8][c:9]2[cH:10][cH:11][cH:12][c:13]([O:17][CH2:18][CH:19]3[CH2:20][NH:21][CH2:22][CH2:23][CH2:24]3)[c:14]2[c:15]1[NH2:16].[OH:26][C:27](=[O:28])[c:29]1[cH:30][cH:31][cH:32][c:33]([OH:34])[cH:35]1>>[CH2:1]([CH3:2])[O:3][C:4](=[O:5])[c:6]1[c:7]([CH3:25])[n:8][c:9]2[cH:10][cH:11][cH:12][c:13]([O:17][CH2:18][CH:19]3[CH2:20][N:21]([C:27](=[O:26])[c:29]4[cH:30][cH:31][cH:32][c:33]([OH:34])[cH:35]4)[CH2:22][CH2:23][CH2:24]3)[c:14]2[c:15]1[NH2:16]. Reactants: O(C1=CC=CC=C1)C1=C(N)C=CC=C1 (2-phenoxyaniline), [S-]C#N.[NH4+] (ammonium thiocyanate), C(C1=CC=CC=C1)(=O)Cl (benzoyl chloride), C(C1=CC=CC=C1)(=O)N=C=S (benzoyl isothiocyanate). Run in CC(=O)C (acetone), CC(=O)C (acetone). Run at temperature 50 celsius. The product is O(C1=CC=CC=C1)C1=C(C=CC=C1)NC(=S)NC(C1=CC=CC=C1)=O (1-(2-phenoxyphenyl)-3-benzoylthiourea). RXN SMILES: [S-]C#N.[NH4+].C(Cl)(=O)C1C=CC=CC=1.[C:14]([N:22]=[C:23]=[S:24])(=[O:21])[C:15]1[CH:20]=[CH:19][CH:18]=[CH:17][CH:16]=1.[O:25]([C:32]1[CH:38]=[CH:37][CH:36]=[CH:35][C:33]=1[NH2:34])[C:26]1[CH:31]=[CH:30][CH:29]=[CH:28][CH:27]=1>CC(C)=O>[O:25]([C:32]1[CH:38]=[CH:37][CH:36]=[CH:35][C:33]=1[NH:34][C:23]([NH:22][C:14](=[O:21])[C:15]1[CH:20]=[CH:19][CH:18]=[CH:17][CH:16]=1)=[S:24])[C:26]1[CH:27]=[CH:28][CH:29]=[CH:30][CH:31]=1 |f:0.1|. Procedure details: To a solution of ammonium thiocyanate (30.2 g) in anhydrous acetone (660 ml) was added dropwise benzoyl chloride (47.6 g) with stirring at 50° C. After refluxing for 1.5 hours, the mixture was cooled to ambient temperature. To the mixture containing benzoyl isothiocyanate was added dropwise a solution of 2-phenoxyaniline (47.6 g) in anhydrous acetone (300 ml). The reaction mixture was refluxed with stirring for 1.5 hours and then concentrated under reduced pressure to give crystals, which were w... The reactants are ClC1=C(C=C(C=C1)C)O (2-Chloro-5-methylphenol), [OH-].[Na+] (NaOH), CI (methyl iodide), [OH-].[Na+] (NaOH), CI (CH3I). The solvent is CO (methanol). Run at temperature 0 celsius, time 16 hour. The product is ClC1=C(C=C(C=C1)C)OC (2-Chloro-5-methylanisole). Yield: 65.0%. RXN SMILES: [Cl:1][C:2]1[CH:7]=[CH:6][C:5]([CH3:8])=[CH:4][C:3]=1[OH:9].[OH-].[Na+].[CH3:12]I>CO>[Cl:1][C:2]1[CH:7]=[CH:6][C:5]([CH3:8])=[CH:4][C:3]=1[O:9][CH3:12] |f:1.2|. Procedure details: 2-Chloro-5-methylphenol (50 mmol, 7.13 g), NaOH pellets (60 mmol, 2.4 g), and methanol (50 ml) were stirred together until a homogeneous solution was obtained. The flask was cooled to 0° C., and methyl iodide (60 mmol, 3.77 ml) was added. The reaction was warmed over 2 hours to ambient and stirred for 16 hours. Reaction was still incomplete by thin layer chromatography; additional NaOH (˜300 mg) and CH3I (˜5 ml) was introduced, and stirring continued for another 24 hours. TLC again indicated inc... The reactants are COC=1C=CC2=C(SC(=C2C(=O)C2=CC=C(C=C2)OCOC(C)=O)C2=CC=C(C=C2)OC)C1 ([6-Methoxy-2-(4-methoxyphenyl)benzo[b]thiophen-3-yl][4-(Acetoxymethoxy)phenyl]methanone), C(C)S (ethanethiol), [Cl-].[Al+3].[Cl-].[Cl-] (aluminum chloride). Yields the product OC=1C=CC2=C(SC(=C2C(=O)C2=CC=C(C=C2)OCOC(C)=O)C2=CC=C(C=C2)O)C1 ([6-Hydroxy-2-(4-Hydroxyphenyl)benzo[b]thiophen-3-yl][4-(Acetoxymethoxy)phenyl]methanone). Isolated yield 29.0%. RXN SMILES: C[O:2][C:3]1[CH:4]=[CH:5][C:6]2[C:10]([C:11]([C:13]3[CH:18]=[CH:17][C:16]([O:19][CH2:20][O:21][C:22](=[O:24])[CH3:23])=[CH:15][CH:14]=3)=[O:12])=[C:9]([C:25]3[CH:30]=[CH:29][C:28]([O:31]C)=[CH:27][CH:26]=3)[S:8][C:7]=2[CH:33]=1.C(S)C.[Cl-].[Al+3].[Cl-].[Cl-]>>[OH:2][C:3]1[CH:4]=[CH:5][C:6]2[C:10]([C:11]([C:13]3[CH:14]=[CH:15][C:16]([O:19][CH2:20][O:21][C:22](=[O:24])[CH3:23])=[CH:17][CH:18]=3)=[O:12])=[C:9]([C:25]3[CH:26]=[CH:27][C:28]([OH:31])=[CH:29][CH:30]=3)[S:8][C:7]=2[CH:33]=1 |f:2.3.4.5|. Reported procedure: [6-Methoxy-2-(4-methoxyphenyl)benzo[b]thiophen-3-yl][4-(Acetoxymethoxy)phenyl]methanone (1.7 g, 2.5 mmol) was converted to the title compound by the procedure of Example 3 using 500 mg (7.5 mmol) of ethanethiol and 1.0 g (7.5 mmol) of aluminum chloride except that the total reaction time was 4 hours. The reactants are CC=1OC(C2=C(N1)C=CS2)=O (2-Methyl-thieno[3,2-d][1,3]oxazin-4-one), ClC1=C(N)C=CC=C1 (o-chloroaniline). The solvent is C(C)(=O)O (acetic acid). The product is CC=1N(C(C2=C(N1)C=CS2)=O)C2=C(C=CC=C2)Cl (2-methyl-3-(2-chlorophenyl)-3H-thieno[3,2-d]pyrimidin-4-one). Isolated yield 51.3%. Reaction SMILES: [CH3:1][C:2]1O[C:4](=[O:11])[C:5]2[S:10][CH:9]=[CH:8][C:6]=2[N:7]=1.[Cl:12][C:13]1[CH:19]=[CH:18][CH:17]=[CH:16][C:14]=1[NH2:15]>C(O)(=O)C>[CH3:1][C:2]1[N:15]([C:14]2[CH:16]=[CH:17][CH:18]=[CH:19][C:13]=2[Cl:12])[C:4](=[O:11])[C:5]2[S:10][CH:9]=[CH:8][C:6]=2[N:7]=1. Reported procedure: 2-Methyl-thieno[3,2-d][1,3]oxazin-4-one (1.67 g, 10 mmol) and o-chloroaniline (2.1 mL, 20 mmol) were combined in acetic acid (20 mL) and refluxed for 4.5 hours. The reaction was partitioned between ethyl acetate and water. The two phase mixture was treated with sodium bicarbonate until the aqueous layer was basic and the phases were then separated. The aqueous phase was extracted with ethyl acetate and the combined organic layer was washed with water and brine, dried over sodium sulfate and conc...